This data is from the Open Reaction Database (ORD), a public repository of structured organic reaction records. The task is: describe an organic reaction: reactants, conditions, products, and yield Starting materials: Cl.Cl.COC([C@H](CC1=CC=C(C=C1)OC1=C(C(=NC=C1)C)C)NC(=O)[C@H]1NCC=2C=C3C(=CC2C1)OC[C@@H](O3)C3=CC=C(C=C3)OCC3=CC(=C(C=C3)Cl)Cl)=O ((S)-2-({(3S,8S)-3-[4-(3,4-Dichloro-benzyloxy)-phenyl]-2,3,6,7,8,9-hexahydro-[1,4]dioxino[2,3-g]isoquinoline-8-carbonyl}-amino)-3-[4-(2,3-dimethyl-pyridin-4-yloxy)-phenyl]-propionic acid methyl ester bis hydrochloride), CC(C)S(=O)(=O)Cl (propane-2-sulfonyl chloride). Product: ClC=1C=C(COC2=CC=C(C=C2)[C@@H]2OC=3C(=CC=4C[C@H](N(CC4C3)S(=O)(=O)C(C)C)C(=O)N[C@H](C(=O)O)CC3=CC=C(C=C3)OC3=C(C(=NC=C3)C)C)OC2)C=CC1Cl ((S)-2-{[(3S,8S)-3-[4-(3,4-Dichloro-benzyloxy)-phenyl]-7-(propane-2-sulfonyl)-2,3,6,7,8,9-hexahydro-[1,4]dioxino[2,3-g]isoquinoline-8-carbonyl]-amino}-3-[4-(2,3-dimethyl-pyridin-4-yloxy)-phenyl]-propionic acid). Reaction SMILES: Cl.Cl.C[O:4][C:5](=[O:56])[C@@H:6]([NH:23][C:24]([C@@H:26]1[CH2:35][C:34]2[CH:33]=[C:32]3[O:36][CH2:37][C@H:38]([C:40]4[CH:45]=[CH:44][C:43]([O:46][CH2:47][C:48]5[CH:53]=[CH:52][C:51]([Cl:54])=[C:50]([Cl:55])[CH:49]=5)=[CH:42][CH:41]=4)[O:39][C:31]3=[CH:30][C:29]=2[CH2:28][NH:27]1)=[O:25])[CH2:7][C:8]1[CH:13]=[CH:12][C:11]([O:14][C:15]2[CH:20]=[CH:19][N:18]=[C:17]([CH3:21])[C:16]=2[CH3:22])=[CH:10][CH:9]=1.[CH3:57][CH:58]([S:60](Cl)(=[O:62])=[O:61])[CH3:59]>>[Cl:55][C:50]1[CH:49]=[C:48]([CH:53]=[CH:52][C:51]=1[Cl:54])[CH2:47][O:46][C:43]1[CH:42]=[CH:41][C:40]([C@H:38]2[CH2:37][O:36][C:32]3=[CH:33][C:34]4[CH2:35][C@@H:26]([C:24]([NH:23][C@@H:6]([CH2:7][C:8]5[CH:13]=[CH:12][C:11]([O:14][C:15]6[CH:20]=[CH:19][N:18]=[C:17]([CH3:21])[C:16]=6[CH3:22])=[CH:10][CH:9]=5)[C:5]([OH:4])=[O:56])=[O:25])[N:27]([S:60]([CH:58]([CH3:59])[CH3:57])(=[O:62])=[O:61])[CH2:28][C:29]=4[CH:30]=[C:31]3[O:39]2)=[CH:45][CH:44]=1 |f:0.1.2|. Reported procedure: (S)-2-({(3S,8S)-3-[4-(3,4-Dichloro-benzyloxy)-phenyl]-2,3,6,7,8,9-hexahydro-[1,4]dioxino[2,3-g]isoquinoline-8-carbonyl}-amino)-3-[4-(2,3-dimethyl-pyridin-4-yloxy)-phenyl]-propionic acid methyl ester bis hydrochloride was coupled with propane-2-sulfonyl chloride according to General Procedure E. The resulting compound was hydrolyzed according to General Procedure B to give the title compound (3 mg). LCMS (m/z) 861.